From a dataset of the Open Reaction Database (ORD), a public repository of structured organic reaction records. describe an organic reaction: reactants, conditions, products, and yield Reactants: CCO, C=Cn1cc(C(=O)O)c(=O)c2ccc(Cl)nc21, C1CNCCN1, O, O, O, O, O, O. Yields the product Cl, C=Cn1cc(C(=O)O)c(=O)c2ccc(N3CCNCC3)nc21. RXN SMILES: [CH3:30][CH2:31][OH:32].[Cl:1][c:2]1[cH:3][cH:4][c:5]2[c:6](=[O:17])[c:7]([C:14](=[O:15])[OH:16])[cH:8][n:9]([CH:12]=[CH2:13])[c:10]2[n:11]1.[NH:24]1[CH2:25][CH2:26][NH:27][CH2:28][CH2:29]1.[OH2:18].[OH2:19].[OH2:20].[OH2:21].[OH2:22].[OH2:23]>>[ClH:1].[c:2]1([N:24]2[CH2:25][CH2:26][NH:27][CH2:28][CH2:29]2)[cH:3][cH:4][c:5]2[c:6](=[O:17])[c:7]([C:14](=[O:15])[OH:16])[cH:8][n:9]([CH:12]=[CH2:13])[c:10]2[n:11]1. Reactants: [N-]=[N+]=[N-].[Na+] (NaN3), N(=O)[O-].[Na+] (NaNO2), C1(=CC=CC=C1)[C@H](C)NC1=NC=CC(=N1)N1C=NC2=C1C=CC(=C2)N (2-[(S)-1-phenylethylamino]-4-[5-aminobenzimidazol-1-yl]pyrimidine). Run in O (H2O), C(C)(=O)OCC (ethyl acetate), O (H2O), C(C)(=O)O (acetic acid). Run at temperature 0 celsius, time 0.5 hour. Product: C1(=CC=CC=C1)[C@H](C)NC1=NC=CC(=N1)N1C=NC2=C1C=CC(=C2)N=[N+]=[N-] (2-[(S)-1-Phenylethylamino]-4-[5-azidobenzimidazol-1-yl]pyrimidine). The yield is 87.7%. RXN SMILES: N([O-])=O.[Na+].[C:5]1([C@@H:11]([NH:13][C:14]2[N:19]=[C:18]([N:20]3[C:24]4[CH:25]=[CH:26][C:27]([NH2:29])=[CH:28][C:23]=4[N:22]=[CH:21]3)[CH:17]=[CH:16][N:15]=2)[CH3:12])[CH:10]=[CH:9][CH:8]=[CH:7][CH:6]=1.[N-:30]=[N+:31]=[N-].[Na+]>O.C(O)(=O)C.C(OCC)(=O)C>[C:5]1([C@@H:11]([NH:13][C:14]2[N:19]=[C:18]([N:20]3[C:24]4[CH:25]=[CH:26][C:27]([N:29]=[N+:30]=[N-:31])=[CH:28][C:23]=4[N:22]=[CH:21]3)[CH:17]=[CH:16][N:15]=2)[CH3:12])[CH:6]=[CH:7][CH:8]=[CH:9][CH:10]=1 |f:0.1,3.4|. Procedure details: A solution of 12 mg of NaNO2 in 0.5 mL of H2O was added to a 5° C. solution of 56 mg of 2-[(S)-1-phenylethylamino]-4-[5-aminobenzimidazol-1-yl]pyrimidine in 2 mL acetic acid. The solution was cooled to 0° C. and stirred for 0.5 hours. A solution of 16.5 mg NaN3 in 0.5 mL H2O was added and stirred for one hour. The solution was diluted with 100 mL of ethyl acetate and washed with water, saturated NaHCO3 and brine. The organic phase was dried over MgSO4, filtered and concentrated under reduced pre...